This data is from the Open Reaction Database (ORD), a public repository of structured organic reaction records. The task is: describe an organic reaction: reactants, conditions, products, and yield Reactants: C(C1=CC=CC=C1)OC1=C(C(=O)OC)C=CC(=C1)OCC1=CC=C(C=C1)Cl (methyl 2-benzyloxy-4-(4-chlorobenzyloxy)benzoate). The solvent is O1CCOCC1 (dioxan), [OH-].[Na+] (NaOH). Product: C(C1=CC=CC=C1)OC1=C(C(=O)O)C=CC(=C1)OCC1=CC=C(C=C1)Cl (2-benzyloxy-4-(4-chlorobenzyloxy)benzoic acid). The yield is 44.2%. RXN SMILES: [CH2:1]([O:8][C:9]1[CH:18]=[C:17]([O:19][CH2:20][C:21]2[CH:26]=[CH:25][C:24]([Cl:27])=[CH:23][CH:22]=2)[CH:16]=[CH:15][C:10]=1[C:11]([O:13]C)=[O:12])[C:2]1[CH:7]=[CH:6][CH:5]=[CH:4][CH:3]=1>O1CCOCC1.[OH-].[Na+]>[CH2:1]([O:8][C:9]1[CH:18]=[C:17]([O:19][CH2:20][C:21]2[CH:22]=[CH:23][C:24]([Cl:27])=[CH:25][CH:26]=2)[CH:16]=[CH:15][C:10]=1[C:11]([OH:13])=[O:12])[C:2]1[CH:3]=[CH:4][CH:5]=[CH:6][CH:7]=1 |f:2.3|. Procedure details: A solution of methyl 2-benzyloxy-4-(4-chlorobenzyloxy)benzoate (1.88 g) in dioxan (37 mL) and 1M NaOH (12.5 mL) is refluxed for 4 hours. The solution is evaporated, the residue diluted with water, and brought to pH 1 with 2M HCl. The precipitate is extracted with ethyl acetate, washed with water, dried and evaporated. The residue is recrystallized from ethyl acetate to yield 2-benzyloxy-4-(4-chlorobenzyloxy)benzoic acid (0.8 g, 44%) as colourless crystals, m.p. 150-152° C. 1H NMR (DMSO) 5.15 (2H...